From a dataset of the Open Reaction Database (ORD), a public repository of structured organic reaction records. describe an organic reaction: reactants, conditions, products, and yield Starting materials: C([O-])([O-])=O.[Na+].[Na+] (sodium carbonate), ClCCl (dichloromethane), ClC=1C=C2C(=CNC2=CC1)CCNC(C1=CC(=CC=C1)CCl)=O (N-(2-(5-chloro-1H-indol-3-yl)ethyl)-3-(chloromethyl)benzamide), FC1=C(C=CC=C1OC)B(O)O (2-fluoro-3-methoxyphenylboronic acid), [I-].[Na+] (sodium iodide). Reagents/catalysts: C1=CC=C(C=C1)P([C-]2C=CC=C2)C3=CC=CC=C3.C1=CC=C(C=C1)P([C-]2C=CC=C2)C3=CC=CC=C3.Cl[Pd]Cl.[Fe+2] ([1,1′-bis(diphenylphosphino)ferrocene]palladium(II) chloride). Solvent: O (water), C(OC)COC (dimethoxyethane). Product: eluent, ClC=1C=C2C(=CNC2=CC1)CCNC(C1=CC(=CC=C1)CC1=C(C(=CC=C1)OC)F)=O (N-(2-(5-Chloro-1H-indol-3-yl)ethyl)-3-(2-fluoro-3-methoxybenzyl)benzamide). The yield is 50.8%. RXN SMILES: [Cl:1][C:2]1[CH:3]=[C:4]2[C:8](=[CH:9][CH:10]=1)[NH:7][CH:6]=[C:5]2[CH2:11][CH2:12][NH:13][C:14](=[O:23])[C:15]1[CH:20]=[CH:19][CH:18]=[C:17]([CH2:21]Cl)[CH:16]=1.[F:24][C:25]1[C:30]([O:31][CH3:32])=[CH:29][CH:28]=[CH:27][C:26]=1B(O)O.ClCCl.C(=O)([O-])[O-].[Na+].[Na+].[I-].[Na+]>C(COC)OC.O.C1C=CC(P(C2C=CC=CC=2)[C-]2C=CC=C2)=CC=1.C1C=CC(P(C2C=CC=CC=2)[C-]2C=CC=C2)=CC=1.Cl[Pd]Cl.[Fe+2]>[Cl:1][C:2]1[CH:3]=[C:4]2[C:8](=[CH:9][CH:10]=1)[NH:7][CH:6]=[C:5]2[CH2:11][CH2:12][NH:13][C:14](=[O:23])[C:15]1[CH:20]=[CH:19][CH:18]=[C:17]([CH2:21][C:26]2[CH:27]=[CH:28][CH:29]=[C:30]([O:31][CH3:32])[C:25]=2[F:24])[CH:16]=1 |f:3.4.5,6.7,10.11.12.13|. Procedure: N-(2-(5-Chloro-1H-indol-3-yl)ethyl)-3-(2-fluoro-3-methoxybenzyl)benzamide was prepared according to method B with N-(2-(5-chloro-1H-indol-3-yl)ethyl)-3-(chloromethyl)benzamide (0.080 g; 0.230 mmol), 2-fluoro-3-methoxyphenylboronic acid (0.041 g; 0.241 mmol), [1,1′-bis(diphenylphosphino)ferrocene]palladium(II) chloride, complex with dichloromethane (0.018 g; 0.023 mmol), sodium carbonate (0.049 g; 0.461 mmol), sodium iodide (0.069 g; 0.461 mmol), in dimethoxyethane (3 mL) and water (1 mL), irradi... Reactants: [N+](=O)([O-])C=1C=C(C(=O)O)C=CC1S(=O)(=O)C (3-nitro-4-methylsulfonylbenzoic acid), [H][H] (hydrogen). Reagents/catalysts: [Ni] (Raney nickel). Run in CO (methanol). Product: NC=1C=C(C(=O)O)C=CC1S(=O)(=O)C (3-Amino-4-methylsulfonylbenzoic Acid). RXN SMILES: [N+:1]([C:4]1[CH:5]=[C:6]([CH:10]=[CH:11][C:12]=1[S:13]([CH3:16])(=[O:15])=[O:14])[C:7]([OH:9])=[O:8])([O-])=O.[H][H]>[Ni].CO>[NH2:1][C:4]1[CH:5]=[C:6]([CH:10]=[CH:11][C:12]=1[S:13]([CH3:16])(=[O:15])=[O:14])[C:7]([OH:9])=[O:8]. Procedure: 0.447 mol of 3-nitro-4-methylsulfonylbenzoic acid was reduced with hydrogen by employing 100 g of Raney nickel in 2.5 l of methanol. The mixture was then heated to reflux and filtered off hot with suction. The filtrate was concentrated. Reactants: C(Cl)Cl (CH2Cl2), CC1=NOC(=C1C=1C=C(C2=C(NC(N2)=O)C1)B1OC(C(O1)(C)C)(C)C)C (6-(3,5-dimethylisoxazol-4-yl)-4-(4,4,5,5-tetramethyl-1,3,2-dioxaborolan-2-yl)-1H-benzo[d]imidazol-2(3H)-one), ClC1=C(N=NC2=CC=CC=C12)C(=O)OC (methyl 4-chlorocinnoline-3-carboxylate), N1(CCCCCC=NCCC1)C1CCCCCCCCCC1 (1,8-Diazabicycloundec-7-ene), PdCl2dppf. Run in O (water), CS(=O)C (DMSO). Run at temperature 110 celsius. Yields the product CC1=NOC(=C1C=1C=C(C2=C(NC(N2)=O)C1)C1=C(N=NC2=CC=CC=C12)C(=O)O)C (4-(6-(3,5-dimethylisoxazol-4-yl)-2-oxo-2,3-dihydro-1H-benzo[d]imidazol-4-yl)cinnoline-3-carboxylic acid). RXN SMILES: [CH3:1][C:2]1[C:6]([C:7]2[CH:8]=[C:9](B3OC(C)(C)C(C)(C)O3)[C:10]3[NH:14][C:13](=[O:15])[NH:12][C:11]=3[CH:16]=2)=[C:5]([CH3:26])[O:4][N:3]=1.Cl[C:28]1[C:37]2[C:32](=[CH:33][CH:34]=[CH:35][CH:36]=2)[N:31]=[N:30][C:29]=1[C:38]([O:40]C)=[O:39].C(Cl)Cl.N1(C2CCCCCCCCCC2)CCCN=CCCCCC1>CS(C)=O.O>[CH3:1][C:2]1[C:6]([C:7]2[CH:8]=[C:9]([C:28]3[C:37]4[C:32](=[CH:33][CH:34]=[CH:35][CH:36]=4)[N:31]=[N:30][C:29]=3[C:38]([OH:40])=[O:39])[C:10]3[NH:14][C:13](=[O:15])[NH:12][C:11]=3[CH:16]=2)=[C:5]([CH3:26])[O:4][N:3]=1. Reported procedure: A mixture of 6-(3,5-dimethylisoxazol-4-yl)-4-(4,4,5,5-tetramethyl-1,3,2-dioxaborolan-2-yl)-1H-benzo[d]imidazol-2(3H)-one (100.0 mg, 0.282 mmol) and methyl 4-chlorocinnoline-3-carboxylate (94.0 mg, 0.422 mmol) was treated with PdCl2dppf.CH2Cl2 (20.6 mg, 0.028 mmol) in the presence of 1,8-Diazabicycloundec-7-ene (DBU, 300.0 mg, 1.971 mmol, 7.0 equiv) in DMSO (1 mL) and water (1 mL). The reaction mixture was heated at 110° C. for 12 min in oil bath. The reaction mixture was purified by HPLC to give... Reactants: CC(C)(C)P(c1ccccc1-c1ccccc1)C(C)(C)C, CC(C)(C)[O-], Cc1ccccc1, Cc1cc(N2CCOCC2)nc(Cl)n1, NC1CN(C(=O)OCc2ccccc2)CC1F, [Na+], CC(=O)[O-], CC(=O)[O-], [Pd+2]. Yields the product Cc1cc(N2CCOCC2)nc(NC2CN(C(=O)OCc3ccccc3)CC2F)n1. As a reaction SMILES: [C:32]([P:33]([C:34]([CH3:35])([CH3:36])[CH3:37])[c:38]1[cH:39][cH:40][cH:41][cH:42][c:43]1-[c:44]1[cH:45][cH:46][cH:47][cH:48][cH:49]1)([CH3:50])([CH3:51])[CH3:52].[CH3:53][C:54]([CH3:55])([O-:56])[CH3:57].[CH3:68][c:69]1[cH:70][cH:71][cH:72][cH:73][cH:74]1.[Cl:1][c:2]1[n:3][c:4]([CH3:14])[cH:5][c:6]([N:8]2[CH2:9][CH2:10][O:11][CH2:12][CH2:13]2)[n:7]1.[NH2:15][CH:16]1[CH2:17][N:18]([C:22](=[O:23])[O:24][CH2:25][c:26]2[cH:27][cH:28][cH:29][cH:30][cH:31]2)[CH2:19][CH:20]1[F:21].[Na+:58].[O-:60][C:61]([CH3:62])=[O:63].[O-:64][C:65]([CH3:66])=[O:67].[Pd+2:59]>>[c:2]1([NH:15][CH:16]2[CH2:17][N:18]([C:22](=[O:23])[O:24][CH2:25][c:26]3[cH:27][cH:28][cH:29][cH:30][cH:31]3)[CH2:19][CH:20]2[F:21])[n:3][c:4]([CH3:14])[cH:5][c:6]([N:8]2[CH2:9][CH2:10][O:11][CH2:12][CH2:13]2)[n:7]1. Starting materials: O=C1CCC(=O)N1Br, CC#N, COc1ccc2c(c1)CCN(C(=O)C(F)(F)F)CC2C(C)C. Yields the product COc1cc2c(cc1Br)C(C(C)C)CN(C(=O)C(F)(F)F)CC2. RXN SMILES: [Br:23][N:24]1[C:25](=[O:26])[CH2:27][CH2:28][C:29]1=[O:30].[CH3:31][C:32]#[N:33].[F:1][C:2]([C:3](=[O:4])[N:5]1[CH2:6][CH2:7][c:8]2[c:9]([cH:15][cH:16][c:17]([O:19][CH3:20])[cH:18]2)[CH:10]([CH:12]([CH3:13])[CH3:14])[CH2:11]1)([F:21])[F:22]>>[F:1][C:2]([C:3](=[O:4])[N:5]1[CH2:6][CH2:7][c:8]2[c:9]([cH:15][c:16]([Br:23])[c:17]([O:19][CH3:20])[cH:18]2)[CH:10]([CH:12]([CH3:13])[CH3:14])[CH2:11]1)([F:21])[F:22]. Reactants: O=C([O-])[O-], CN(C)C=O, [Cs+], [Cs+], I[Cu]I, CC1CCCN1CCCOc1ccc(I)cc1, O, O=C(c1cn[nH]c1)N1CCOCC1. Product: CC1CCCN1CCCOc1ccc(-n2cc(C(=O)N3CCOCC3)cn2)cc1. As a reaction SMILES: [C:31](=[O:32])([O-:33])[O-:34].[CH3:37][N:38]([CH3:39])[CH:40]=[O:41].[Cs+:35].[Cs+:36].[Cu:43]([I:44])[I:45].[I:1][c:2]1[cH:3][cH:4][c:5]([O:6][CH2:7][CH2:8][CH2:9][N:10]2[CH:11]([CH3:15])[CH2:12][CH2:13][CH2:14]2)[cH:16][cH:17]1.[OH2:42].[nH:18]1[n:19][cH:20][c:21]([C:23](=[O:24])[N:25]2[CH2:26][CH2:27][O:28][CH2:29][CH2:30]2)[cH:22]1>>[c:2]1(-[n:18]2[n:19][cH:20][c:21]([C:23](=[O:24])[N:25]3[CH2:26][CH2:27][O:28][CH2:29][CH2:30]3)[cH:22]2)[cH:3][cH:4][c:5]([O:6][CH2:7][CH2:8][CH2:9][N:10]2[CH:11]([CH3:15])[CH2:12][CH2:13][CH2:14]2)[cH:16][cH:17]1. The reactants are CC(C)(C)C(=O)CBr, CN(C)C=O, O, c1c[nH]cn1. Product: CC(C)(C)C(=O)Cc1ncc[nH]1. RXN SMILES: [Br:1][CH2:2][C:3](=[O:4])[C:5]([CH3:6])([CH3:7])[CH3:8].[CH3:15][N:16]([CH3:17])[CH:18]=[O:19].[OH2:14].[nH:9]1[cH:10][n:11][cH:12][cH:13]1>>[CH2:2]([C:3](=[O:4])[C:5]([CH3:6])([CH3:7])[CH3:8])[c:10]1[nH:9][cH:13][cH:12][n:11]1.